Dataset: the Open Reaction Database (ORD), a public repository of structured organic reaction records. Task: describe an organic reaction: reactants, conditions, products, and yield Reactants: OC(C(=O)C1=CC=C(C=C1)CC)C1=CC=C(C=C1)CC (2-hydroxy-1,2-di-(4-ethylphenyl)ethanone), CN1CCOCC1 (NMM), BrCC(=O)Cl (bromoacetyl chloride), FC(C1=CC=C(C=C1)C(C(O)C1=CC=C(C=C1)C(F)(F)F)=O)(F)F (1,2-bis[4-(trifluoromethyl)phenyl]-2-hydroxyethanone), CN1CCOCC1 (N-methylmorpholine). The solvent is ClCCl (dichloromethane), ClCCl (dichloromethane). Run at time 1 hour. The product is BrCC(=O)OC(C(=O)C1=CC=C(C=C1)CC)C1=CC=C(C=C1)CC (bromoacetoxy-1,2-di-(4-ethylphenyl)ethanone). The yield is 65.0%. RXN SMILES: [Br:1][CH2:2][C:3](Cl)=[O:4].FC(F)(F)C1C=CC(C(=O)C(C2C=CC(C(F)(F)F)=CC=2)O)=CC=1.CN1CCOCC1.[OH:37][CH:38]([C:49]1[CH:54]=[CH:53][C:52]([CH2:55][CH3:56])=[CH:51][CH:50]=1)[C:39]([C:41]1[CH:46]=[CH:45][C:44]([CH2:47][CH3:48])=[CH:43][CH:42]=1)=[O:40]>ClCCl>[Br:1][CH2:2][C:3]([O:40][CH:39]([C:41]1[CH:46]=[CH:45][C:44]([CH2:47][CH3:48])=[CH:43][CH:42]=1)[C:38]([C:49]1[CH:50]=[CH:51][C:52]([CH2:55][CH3:56])=[CH:53][CH:54]=1)=[O:37])=[O:4]. Procedure details: A solution of bromoacetyl chloride (2.00 mL, 24.2 mmol) in anhydrous dichloromethane (20 mL) was added dropwise to a cold (0° C.) mixture of 2-hydroxy-1,2-di-(4-ethylphenyl)ethanone (IX; 6.5 g, 24.2 mmol) and N-methylmorpholine (NMM; 2.7 mL, 24.2 mmol) in anhydrous dichloromethane (180 mL). The mixture was stirred at 0° C. for 1 h and at ambient temperature for 2 h before additional 2-hydroxy-1,2-di-(4-ethylphenyl)ethanone (0.5 mL) and NMM (0.6 mL) were added to aid in completion. After 1 h, the... Reactants: COC(=O)C(=Cc1ccc(OCc2ccccc2)cc1OCc1ccccc1)NC(=O)c1ccccc1, CO, Cl, [K+], [OH-], O. The product is O=C(O)C(=Cc1ccc(OCc2ccccc2)cc1OCc1ccccc1)NC(=O)c1ccccc1. RXN SMILES: [C:1]([c:2]1[cH:3][cH:4][cH:5][cH:6][cH:7]1)(=[O:8])[NH:9][C:10]([C:11](=[O:12])[O:13][CH3:14])=[CH:15][c:16]1[c:17]([O:30][CH2:31][c:32]2[cH:33][cH:34][cH:35][cH:36][cH:37]2)[cH:18][c:19]([O:22][CH2:23][c:24]2[cH:25][cH:26][cH:27][cH:28][cH:29]2)[cH:20][cH:21]1.[CH3:41][OH:42].[ClH:40].[K+:39].[OH-:38].[OH2:43]>>[C:1]([c:2]1[cH:3][cH:4][cH:5][cH:6][cH:7]1)(=[O:8])[NH:9][C:10]([C:11](=[O:12])[OH:13])=[CH:15][c:16]1[c:17]([O:30][CH2:31][c:32]2[cH:33][cH:34][cH:35][cH:36][cH:37]2)[cH:18][c:19]([O:22][CH2:23][c:24]2[cH:25][cH:26][cH:27][cH:28][cH:29]2)[cH:20][cH:21]1. Starting materials: OC1=CC=C(C=O)C=C1 (4-hydroxybenzaldehyde), C(=O)([O-])[O-].[K+].[K+] (K2CO3), O (water), BrC1=CC=C(C=C1)[N+](=O)[O-] (4-bromonitrobenzene). Solvent: CN(C)C=O (DMF). Product: [N+](=O)([O-])C1=CC=C(OC2=CC=C(C=O)C=C2)C=C1 (4-(4-nitrophenoxy)benzaldehyde). The yield is 82.9%. RXN SMILES: [OH:1][C:2]1[CH:9]=[CH:8][C:5]([CH:6]=[O:7])=[CH:4][CH:3]=1.C([O-])([O-])=O.[K+].[K+].Br[C:17]1[CH:22]=[CH:21][C:20]([N+:23]([O-:25])=[O:24])=[CH:19][CH:18]=1.O>CN(C=O)C>[N+:23]([C:20]1[CH:21]=[CH:22][C:17]([O:1][C:2]2[CH:9]=[CH:8][C:5]([CH:6]=[O:7])=[CH:4][CH:3]=2)=[CH:18][CH:19]=1)([O-:25])=[O:24] |f:1.2.3|. Procedure details: To a solution of 4-hydroxybenzaldehyde (366 mg, 3 mmol) in anhydrous DMF (7 ml), under nitrogen atmosphere, K2CO3 (829 mg, 6 mmol), and, after 10 minutes, 4-bromonitrobenzene (726 mg, 3.6 mmol) were added. The mixture was heated to reflux for 3 hours, then water was added and the product was extracted with CH2Cl2. The organic layers were washed with water and with NaCl saturated solution and dried with Na2SO4. After evaporation of the solvent the crude product was purified by chromatography on s... Reported procedure: A mixture of the product from Example 9B (31 mg), pyridine (0.012 mL, 0.15 mmol), and (adamantan-1-yl)acetyl chloride (31 mg, 0.15 mmol) in CH2Cl2 (0.4 mL) was stirred for 2 hours, diluted with EtOAc, washed with saturated aqueous NaHCO3 and brine, dried (Na2SO4), and filtered. The residue was chromatographed on SiO2 (10% EtOAc/CH2Cl2) to give the title compound (27.7 mg, 0.066 mmol) as a white solid. 1H NMR (300 MHz, DMSO-d6) δ 11.31 (s, 1H), 8.23 (d, J=5.2 Hz, 1H), 7.86-7.78 (m, 3H), 7.65-7.55... Reaction SMILES: [NH2:1][N:2]1[C:7](=[O:8])[C:6]2[CH:9]=[CH:10][S:11][C:5]=2[C:4]([C:12]2[CH:17]=[CH:16][CH:15]=[CH:14][CH:13]=2)=[N:3]1.N1C=CC=CC=1.[C:24]12([CH2:34][C:35](Cl)=[O:36])[CH2:33][CH:28]3[CH2:29][CH:30]([CH2:32][CH:26]([CH2:27]3)[CH2:25]1)[CH2:31]2>C(Cl)Cl.CCOC(C)=O>[C:24]12([CH2:34][C:35]([NH:1][N:2]3[C:7](=[O:8])[C:6]4[CH:9]=[CH:10][S:11][C:5]=4[C:4]([C:12]4[CH:17]=[CH:16][CH:15]=[CH:14][CH:13]=4)=[N:3]3)=[O:36])[CH2:31][CH:30]3[CH2:29][CH:28]([CH2:27][CH:26]([CH2:32]3)[CH2:25]1)[CH2:33]2. Reaction conditions: time 2 hour. Isolated yield 51.8%. The reactants are NN1N=C(C2=C(C1=O)C=CS2)C2=CC=CC=C2 (5-amino-7-phenylthieno[2,3-d]pyridazin-4(5H)-one), N1=CC=CC=C1 (pyridine), C12(CC3CC(CC(C1)C3)C2)CC(=O)Cl ((adamantan-1-yl)acetyl chloride). Yields the product C12(CC3CC(CC(C1)C3)C2)CC(=O)NN2N=C(C3=C(C2=O)C=CS3)C3=CC=CC=C3 (2-(1-adamantyl)-N-(4-oxo-7-phenylthieno[2,3-d]pyridazin-5(4H)-yl)acetamide). Run in C(Cl)Cl (CH2Cl2), CCOC(=O)C (EtOAc). The reactants are CN(N=CC=O)C (glyoxal mono(dimethylhydrazone)), C1(=CC=CC=C1)C(=O)CC1=CC=CC=C1 (desoxybenzoin), ice water, C1(=CC=CC=C1)C(=O)CC1=CC=CC=C1 (desoxybenzoin), CN(N=CC=O)C (glyoxal mono(dimethylhydrazone)), [O-]CC.[Na+] (sodium ethoxide), [Na] (sodium). The solvent is C1(=CC=CC=C1)C.C(C)(=O)OCC (toluene ethyl acetate), C(C)O (ethanol), C(C)O (ethanol). Run at time 2 hour. Product: CN(N=CC=C(C(=O)C1=CC=CC=C1)C1=CC=CC=C1)C (4-Dimethylhydrazono-1,2-diphenyl-2-buten-1-one). The yield is 103.1%. RXN SMILES: [C:1]1([C:7]([CH2:9][C:10]2[CH:15]=[CH:14][CH:13]=[CH:12][CH:11]=2)=[O:8])[CH:6]=[CH:5][CH:4]=[CH:3][CH:2]=1.[CH3:16][N:17]([CH3:22])[N:18]=[CH:19][CH:20]=O.[O-]CC.[Na+].[Na]>C(O)C.C1(C)C=CC=CC=1.C(OCC)(=O)C>[CH3:16][N:17]([CH3:22])[N:18]=[CH:19][CH:20]=[C:9]([C:10]1[CH:11]=[CH:12][CH:13]=[CH:14][CH:15]=1)[C:7]([C:1]1[CH:2]=[CH:3][CH:4]=[CH:5][CH:6]=1)=[O:8] |f:2.3,6.7,^1:26|. Reported procedure: To a mixture of 19.6 g (0.1 mole) desoxybenzoin and 10 g (0.1 mole) of glyoxal mono(dimethylhydrazone) in 100 ml ethanol was added dropwise a solution of sodium ethoxide prepared by dissolving 2.3 g (0.1 mole) sodium metal in 100 ml ethanol. The mixture was heated at reflux for one-half hour. TLC (90/10, toluene/ethyl acetate) showed a small amount of starting desoxybenzoin, so 2.0 g (0.02 mole) of additional glyoxal mono(dimethylhydrazone) was added. Heating was continued another two hours. TLC... Run at time 1 hour. The product is [N+](=O)([O-])C1=CC=C2C(NC=NC2=C1)=O (7-nitroquinazoline-4-one). Procedure details: 4-Nitroanthranilic acid (10.0 g, 54.9 mmol) and formamidine hydrochloride (6.63 g, 82.4 mmol) were ground together in a mortar and pestle to produce a fine, intimate mixture. The mixture was placed in a 250 mL round-bottom flask, and spread evenly over the surface. The flask was placed in an oilbath at 200° C. The solid underwent a color change, and a distillate was seen on the side of flask, but did not really melt. After 30 min the flask was removed from the heating bath. 0.3M sodium hydroxide... The yield is 44.3%. Starting materials: [N+](=O)([O-])C=1C=C(C(C(=O)O)=CC1)N (4-Nitroanthranilic acid), Cl.C(=N)N (formamidine hydrochloride). Reaction SMILES: [N+:1]([C:4]1[CH:5]=[C:6]([NH2:13])[C:7](=[CH:11][CH:12]=1)[C:8]([OH:10])=O)([O-:3])=[O:2].Cl.[CH:15](N)=[NH:16]>>[N+:1]([C:4]1[CH:5]=[C:6]2[C:7]([C:8](=[O:10])[NH:16][CH:15]=[N:13]2)=[CH:11][CH:12]=1)([O-:3])=[O:2] |f:1.2|. Reactants: CC(=O)O, CO, CN(C)CC#Cc1cc(N2C3CCC2CC3)ccc1[N+](=O)[O-], O. Product: CN(C)CC#Cc1cc(N2C3CCC2CC3)ccc1N. RXN SMILES: [CH3:23][C:24](=[O:25])[OH:26].[CH3:28][OH:29].[CH:1]12[CH2:2][CH2:3][CH:4]([CH2:5][CH2:6]1)[N:7]2[c:8]1[cH:9][cH:10][c:11]([N+:20]([O-:21])=[O:22])[c:12]([C:14]#[C:15][CH2:16][N:17]([CH3:18])[CH3:19])[cH:13]1.[OH2:27]>>[CH:1]12[CH2:2][CH2:3][CH:4]([CH2:5][CH2:6]1)[N:7]2[c:8]1[cH:9][cH:10][c:11]([NH2:20])[c:12]([C:14]#[C:15][CH2:16][N:17]([CH3:18])[CH3:19])[cH:13]1. Reactants: COC1CCN(c2nc(C(F)(F)F)ccc2C=CC(=O)O)C1, Cl, CS(=O)(=O)Nc1ccc(CN)cc1F. Yields the product COC1CCN(c2nc(C(F)(F)F)ccc2C=CC(=O)NCc2ccc(NS(C)(=O)=O)c(F)c2)C1. RXN SMILES: [CH3:16][O:17][CH:18]1[CH2:19][N:20]([c:23]2[n:24][c:25]([C:34]([F:35])([F:36])[F:37])[cH:26][cH:27][c:28]2[CH:29]=[CH:30][C:31](=[O:32])[OH:33])[CH2:21][CH2:22]1.[ClH:15].[NH2:1][CH2:2][c:3]1[cH:4][c:5]([F:14])[c:6]([NH:9][S:10](=[O:11])(=[O:12])[CH3:13])[cH:7][cH:8]1>>[NH:1]([CH2:2][c:3]1[cH:4][c:5]([F:14])[c:6]([NH:9][S:10](=[O:11])(=[O:12])[CH3:13])[cH:7][cH:8]1)[C:31]([CH:30]=[CH:29][c:28]1[c:23]([N:20]2[CH2:19][CH:18]([O:17][CH3:16])[CH2:22][CH2:21]2)[n:24][c:25]([C:34]([F:35])([F:36])[F:37])[cH:26][cH:27]1)=[O:32]. The reactants are C(C)(=O)OCC (ethyl acetate), C(C)(=O)OCC (ethyl acetate), CCCCCCC (heptane), COC(C1=CN=C(C=C1)OCC=1C(=NOC1\C=C\C1=CC=CC=C1)C1=CC(=C(C=C1)F)F)=O (6-[3-(3,4-Difluoro-phenyl)-5-([E]-styryl)-isoxazol-4-ylmethoxy]-nicotinic acid methyl ester), I(=O)(=O)(=O)[O-].[Na+] (sodium metaperiodate). The reagents and catalysts are [Cl-].C(C1=CC=CC=C1)[N+](CC)(CC)CC (benzyltriethylammonium chloride), [Os](=O)(=O)(=O)=O (osmium(VIII) oxide). The solvent is O (water), O1CCOCC1 (dioxane), O (water). The product is COC(C1=CN=C(C=C1)OCC=1C(=NOC1C=O)C1=CC(=C(C=C1)F)F)=O (6-[3-(3,4-Difluoro-phenyl)-5-formyl-isoxazol-4-ylmethoxy]-nicotinic acid methyl ester). Yield: 60.6%. Reaction SMILES: [CH3:1][O:2][C:3](=[O:33])[C:4]1[CH:9]=[CH:8][C:7]([O:10][CH2:11][C:12]2[C:13]([C:25]3[CH:30]=[CH:29][C:28]([F:31])=[C:27]([F:32])[CH:26]=3)=[N:14][O:15][C:16]=2/[CH:17]=C/C2C=CC=CC=2)=[N:6][CH:5]=1.I([O-])(=O)(=O)=[O:35].[Na+].C(OCC)(=O)C.CCCCCCC>[Cl-].C([N+](CC)(CC)CC)C1C=CC=CC=1.O1CCOCC1.O.[Os](=O)(=O)(=O)=O>[CH3:1][O:2][C:3](=[O:33])[C:4]1[CH:9]=[CH:8][C:7]([O:10][CH2:11][C:12]2[C:13]([C:25]3[CH:30]=[CH:29][C:28]([F:31])=[C:27]([F:32])[CH:26]=3)=[N:14][O:15][C:16]=2[CH:17]=[O:35])=[N:6][CH:5]=1 |f:1.2,5.6|. Procedure details: 6-[3-(3,4-Difluoro-phenyl)-5-([E]-styryl)-isoxazol-4-ylmethoxy]-nicotinic acid methyl ester (5.0 g, 11.2 mmol), osmium(VIII) oxide (70.9 mg, 0.28 mmol), sodium metaperiodate (9.54 mg, 44.6 mmol), benzyltriethylammonium chloride (1.04 mg, 4.46 mmol) in dioxane (75 mL) and water (25 mL) were heated for 15 min at 120° C. in a microwave. Addition of water and extraction with ethyl acetate and chromatography (silica, ethyl acetate:heptane=1:4 to 1:1) afforded the title compound (2.54 g, 61%) as a whi...